Dataset: the Open Reaction Database (ORD), a public repository of structured organic reaction records. Task: describe an organic reaction: reactants, conditions, products, and yield Reactants: BrC=1C=C2C(=CC=NC2=CC1)Cl (6-bromo-4-chloro-quinoline), [O-]C1=CC=CC=C1.[Na+] (sodium phenoxide). Run in C1(=CC=CC=C1)O (phenol), O (water). Reaction conditions: temperature 150 celsius, time 15 hour. The product is BrC=1C=C2C(=CC=NC2=CC1)OC1=CC=CC=C1 (6-bromo-4-phenoxy-quinoline). Isolated yield 71.7%. RXN SMILES: [Br:1][C:2]1[CH:3]=[C:4]2[C:9](=[CH:10][CH:11]=1)[N:8]=[CH:7][CH:6]=[C:5]2Cl.[O-:13][C:14]1[CH:19]=[CH:18][CH:17]=[CH:16][CH:15]=1.[Na+]>C1(O)C=CC=CC=1.O>[Br:1][C:2]1[CH:3]=[C:4]2[C:9](=[CH:10][CH:11]=1)[N:8]=[CH:7][CH:6]=[C:5]2[O:13][C:14]1[CH:19]=[CH:18][CH:17]=[CH:16][CH:15]=1 |f:1.2|. Procedure details: A mixture of 6-bromo-4-chloro-quinoline (1.5 g, 6.18 mmol) and sodium phenoxide (2.32 g, 24.74 mmol) in phenol (8.65 g) was heated to 150° C. in a sealed tube and stirred for 15 h. Then, the suspension was diluted with water and extracted with ethyl acetate (3×50 mL). The combined extracts were washed with 1.0N sodium hydroxide (3×50 mL), brine solution and dried over anhydrous magnesium sulfate. After filtration of the drying agent, the filtrate was removed under the vacuum and the residue was ... Reactants: [N+](=O)([O-])C=1C=C(CN)C=CC1 (3-nitrobenzylamine), ClC=1C2=C(N=C(N1)C1=NC=CN=C1)SC=C2C (4-chloro-2-(pyrazin-2-yl)-5-methyl-thieno-[2,3-d]-pyrimidine). Yields the product N1=C(C=NC=C1)C=1N=C(C2=C(N1)SC=C2C)NCC2=CC(=CC=C2)[N+](=O)[O-] (2-(pyrazin-2-yl)-4-(3-nitrobenzylamino)-5-methyl-thieno-[2,3-d]-pyrimidine). Reaction SMILES: [N+:1]([C:4]1[CH:5]=[C:6]([CH:9]=[CH:10][CH:11]=1)[CH2:7][NH2:8])([O-:3])=[O:2].Cl[C:13]1[C:14]2[C:27]([CH3:28])=[CH:26][S:25][C:15]=2[N:16]=[C:17]([C:19]2[CH:24]=[N:23][CH:22]=[CH:21][N:20]=2)[N:18]=1>>[N:20]1[CH:21]=[CH:22][N:23]=[CH:24][C:19]=1[C:17]1[N:18]=[C:13]([NH:8][CH2:7][C:6]2[CH:9]=[CH:10][CH:11]=[C:4]([N+:1]([O-:3])=[O:2])[CH:5]=2)[C:14]2[C:27]([CH3:28])=[CH:26][S:25][C:15]=2[N:16]=1. Procedure: With the procedure of Example 1, the reaction of 3-nitrobenzylamine with 4-chloro-2-(pyrazin-2-yl)-5-methyl-thieno-[2,3-d]-pyrimidine yields 2-(pyrazin-2-yl)-4-(3-nitrobenzylamino)-5-methyl-thieno-[2,3-d]-pyrimidine. Reactants: COC=1C=C2C(=NC=NC2=CC1C)N1CCNCC1 (6-methoxy-7-methyl-4-(1-piperazinyl)quinazoline), N1=CC(=CC=C1)CN=C=S (3-picolyl isothiocyanate). The product is COC=1C=C2C(=NC=NC2=CC1C)N1CCN(CC1)C(NCC=1C=NC=CC1)=S (4-(6-Methoxy-7-methyl-4-quinazolinyl)-N-(3-picolyl)-1-piperazinethiocarboxamide). Isolated yield 36.0%. As a reaction SMILES: [CH3:1][O:2][C:3]1[CH:4]=[C:5]2[C:10](=[CH:11][C:12]=1[CH3:13])[N:9]=[CH:8][N:7]=[C:6]2[N:14]1[CH2:19][CH2:18][NH:17][CH2:16][CH2:15]1.[N:20]1[CH:25]=[CH:24][CH:23]=[C:22]([CH2:26][N:27]=[C:28]=[S:29])[CH:21]=1>>[CH3:1][O:2][C:3]1[CH:4]=[C:5]2[C:10](=[CH:11][C:12]=1[CH3:13])[N:9]=[CH:8][N:7]=[C:6]2[N:14]1[CH2:15][CH2:16][N:17]([C:28](=[S:29])[NH:27][CH2:26][C:22]2[CH:21]=[N:20][CH:25]=[CH:24][CH:23]=2)[CH2:18][CH2:19]1. Procedure: Substantially the same procedure as in Example 1 was repeated, except that 6-methoxy-7-methyl-4-(1-piperazinyl)quinazoline was used in place of 6,7-dimethoxy-4-(1-piperazinyl)quinazoline, and the corresponding 3-picolyl isothiocyanate was used in place of phenyl isocyanate, to give the desired compound.